Dataset: the Open Reaction Database (ORD), a public repository of structured organic reaction records. Task: describe an organic reaction: reactants, conditions, products, and yield Starting materials: C[O-], CO[Si](CCCN)(OC)OC, [Na+]. The product is CO[Si]1(OC)CCCN1. As a reaction SMILES: [CH3:12][O-:13].[NH2:1][CH2:2][CH2:3][CH2:4][Si:5]([O:6][CH3:7])([O:8][CH3:9])[O:10][CH3:11].[Na+:14]>>[NH:1]1[CH2:2][CH2:3][CH2:4][Si:5]1([O:6][CH3:7])[O:8][CH3:9]. Reactants: CC(=O)O, O=N[O-], [Na+], CCOC(=O)CC(=O)CC, O. Yields the product CCOC(=O)C(=NO)C(=O)CC. RXN SMILES: [CH3:15][C:16](=[O:17])[OH:18].[N:11](=[O:12])[O-:13].[Na+:14].[O:1]=[C:2]([CH2:3][C:4](=[O:5])[O:6][CH2:7][CH3:8])[CH2:9][CH3:10].[OH2:19]>>[O:1]=[C:2]([C:3]([C:4](=[O:5])[O:6][CH2:7][CH3:8])=[N:11][OH:12])[CH2:9][CH3:10]. Yields the product O=C1c2cccc(-c3ccccc3)c2C(=O)C1(O)c1ccc(Cl)cc1. RXN SMILES: [Ag+:31].[Br:1][C:2]1([c:19]2[cH:20][cH:21][c:22]([Cl:25])[cH:23][cH:24]2)[C:3](=[O:18])[c:4]2[cH:5][cH:6][cH:7][c:8](-[c:12]3[cH:13][cH:14][cH:15][cH:16][cH:17]3)[c:9]2[C:10]1=[O:11].[N+:27]([O-:28])([O-:29])=[O:30].[OH2:26]>>[C:2]1([c:19]2[cH:20][cH:21][c:22]([Cl:25])[cH:23][cH:24]2)([OH:26])[C:3](=[O:18])[c:4]2[cH:5][cH:6][cH:7][c:8](-[c:12]3[cH:13][cH:14][cH:15][cH:16][cH:17]3)[c:9]2[C:10]1=[O:11]. Reactants: [Ag+], O=C1c2cccc(-c3ccccc3)c2C(=O)C1(Br)c1ccc(Cl)cc1, O=[N+]([O-])[O-], O.